Task: describe an organic reaction: reactants, conditions, products, and yield. Dataset: the Open Reaction Database (ORD), a public repository of structured organic reaction records Reactants: Cl (hydrochloric acid), C1(CC1)C=1C=C(C=2N(C1)C(=CN2)C(=O)OCC)C2=CN=CO2 (ethyl 6-cyclopropyl-8-(1,3-oxazol-5-yl)imidazo[1,2-a]pyridine-3-carboxylate), C1CCOC1 (THF), [OH-].[Na+] (sodium hydroxide). Run in C(C)O (ethanol). Run at temperature 70 celsius, time 50 minute. Yields the product C1(CC1)C=1C=C(C=2N(C1)C(=CN2)C(=O)O)C2=CN=CO2 (6-cyclopropyl-8-(1,3-oxazol-5-yl)imidazo[1,2-a]pyridine-3-carboxylic acid). Yield: 103.1%. As a reaction SMILES: [CH:1]1([C:4]2[CH:5]=[C:6]([C:18]3[O:22][CH:21]=[N:20][CH:19]=3)[C:7]3[N:8]([C:10]([C:13]([O:15]CC)=[O:14])=[CH:11][N:12]=3)[CH:9]=2)[CH2:3][CH2:2]1.C1COCC1.[OH-].[Na+].Cl>C(O)C>[CH:1]1([C:4]2[CH:5]=[C:6]([C:18]3[O:22][CH:21]=[N:20][CH:19]=3)[C:7]3[N:8]([C:10]([C:13]([OH:15])=[O:14])=[CH:11][N:12]=3)[CH:9]=2)[CH2:2][CH2:3]1 |f:2.3|. Reported procedure: To a mixture of ethyl 6-cyclopropyl-8-(1,3-oxazol-5-yl)imidazo[1,2-a]pyridine-3-carboxylate (150 mg) in a mixed solvent of THF (3 mL) and ethanol (1.2 mL) was added 8N aqueous sodium hydroxide solution (95 μL), and the mixture was stirred at 70° C. for 50 min. The reaction mixture was neutralized with 6N hydrochloric acid in an ice bath, and extracted with ethyl acetate. The extract was washed with saturated brine, and dried over anhydrous sodium sulfate, and the solvent was evaporated under red...